Dataset: the Open Reaction Database (ORD), a public repository of structured organic reaction records. Task: describe an organic reaction: reactants, conditions, products, and yield Reactants: O (water), C(C1=CC=CC=C1)OC=1C(=NC(=NC1O)CC1=C(C=CC=C1)C1=CC=CC=C1)C(=O)O (5-benzyloxy-2-biphenyl-2-ylmethyl-6-hydroxypyrimidine-4-carboxylic acid), [Si](C)(C)(C(C)(C)C)OCCNC ([2-(tert-butyl-dimethylsilanyloxy)-ethyl]-methyl-amine), O=P(Cl)(Cl)Cl (POCl3). Run in N1=CC=CC=C1 (pyridine). Run at temperature 0 celsius, time 2 hour. The product is [Si](C)(C)(C(C)(C)C)OCCN(C(=O)C1=NC(=NC(=C1OCC1=CC=CC=C1)O)CC1=C(C=CC=C1)C1=CC=CC=C1)C (5-benzyloxy-2-biphenyl-2-ylmethyl-6-hydroxypyrimidine-4-carboxylic acid [2-(tert-butyl-dimethylsilanyloxy)-ethyl]methyl-amide). The yield is 49.4%. As a reaction SMILES: [CH2:1]([O:8][C:9]1[C:10]([C:29]([OH:31])=O)=[N:11][C:12]([CH2:16][C:17]2[CH:22]=[CH:21][CH:20]=[CH:19][C:18]=2[C:23]2[CH:28]=[CH:27][CH:26]=[CH:25][CH:24]=2)=[N:13][C:14]=1[OH:15])[C:2]1[CH:7]=[CH:6][CH:5]=[CH:4][CH:3]=1.[Si:32]([O:39][CH2:40][CH2:41][NH:42][CH3:43])([C:35]([CH3:38])([CH3:37])[CH3:36])([CH3:34])[CH3:33].O=P(Cl)(Cl)Cl.O>N1C=CC=CC=1>[Si:32]([O:39][CH2:40][CH2:41][N:42]([CH3:43])[C:29]([C:10]1[C:9]([O:8][CH2:1][C:2]2[CH:3]=[CH:4][CH:5]=[CH:6][CH:7]=2)=[C:14]([OH:15])[N:13]=[C:12]([CH2:16][C:17]2[CH:22]=[CH:21][CH:20]=[CH:19][C:18]=2[C:23]2[CH:24]=[CH:25][CH:26]=[CH:27][CH:28]=2)[N:11]=1)=[O:31])([C:35]([CH3:38])([CH3:37])[CH3:36])([CH3:33])[CH3:34]. Procedure: To a stirred solution of 5-benzyloxy-2-biphenyl-2-ylmethyl-6-hydroxypyrimidine-4-carboxylic acid (7-01) (3 g, 7.28 mmol) and [2-(tert-butyl-dimethylsilanyloxy)-ethyl]-methyl-amine (8-a) (1.51 g, 8.01 mmol) in pyridine (40 mL) was added POCl3 (2 ml, 21.84 mol) at −10° C. The mixture was stirred at 0° C. for 2 h. After completion of the reaction, ice cooled-water (30 mL) was added to the reaction mixture at 0° C. The mixture was extracted with ethyl acetate (4×200 mL). The separated organic part w... Starting materials: C(C)(C)(C)OC(=O)N1CCC2=C(CC1)C=CC(=C2)NC2=NN1C(C(=CC=C1)C1=C(C=CC=C1)OCC(F)F)=N2 (7-{8-[2-(2,2-difluoro-ethoxy)-phenyl]-[1,2,4]triazolo[1,5-a]pyridin-2-ylamino}-1,2,4,5-tetrahydro-3-benzazepine-3-carboxylic acid tert-butyl ester), FC(C(=O)O)(F)F (trifluoroacetic acid). The product is FC(COC1=C(C=CC=C1)C=1C=2N(C=CC1)N=C(N2)NC2=CC1=C(CCNCC1)C=C2)F ({8-[2-(2,2-Difluoro-ethoxy)-phenyl]-[1,2,4]triazolo[1,5-a]pyridin-2-yl}-(2,3,4,5-tetrahydro-1H-3-benzazepin-7-yl)-amine), product. The yield is 84.0%. RXN SMILES: C(OC([N:8]1[CH2:14][CH2:13][C:12]2[CH:15]=[CH:16][C:17]([NH:19][C:20]3[N:39]=[C:23]4[C:24]([C:28]5[CH:33]=[CH:32][CH:31]=[CH:30][C:29]=5[O:34][CH2:35][CH:36]([F:38])[F:37])=[CH:25][CH:26]=[CH:27][N:22]4[N:21]=3)=[CH:18][C:11]=2[CH2:10][CH2:9]1)=O)(C)(C)C.FC(F)(F)C(O)=O>>[F:38][CH:36]([F:37])[CH2:35][O:34][C:29]1[CH:30]=[CH:31][CH:32]=[CH:33][C:28]=1[C:24]1[C:23]2[N:22]([N:21]=[C:20]([NH:19][C:17]3[CH:16]=[CH:15][C:12]4[CH2:13][CH2:14][NH:8][CH2:9][CH2:10][C:11]=4[CH:18]=3)[N:39]=2)[CH:27]=[CH:26][CH:25]=1. Procedure: {8-[2-(2,2-Difluoro-ethoxy)-phenyl]-[1,2,4]triazolo[1,5-a]pyridin-2-yl}-(2,3,4,5-tetrahydro-1H-3-benzazepin-7-yl)-amine was prepared from 7-{8-[2-(2,2-difluoro-ethoxy)-phenyl]-[1,2,4]triazolo[1,5-a]pyridin-2-ylamino}-1,2,4,5-tetrahydro-3-benzazepine-3-carboxylic acid tert-butyl ester (0.388 g, 0.725 mmol) and trifluoroacetic acid (1 mL) in a manner analogous to Example 312 to give product (0.264 g, 84%). MP=87-90° C. 1H NMR (400 MHz, (D3C)2SO, δ, ppm): 9.46 (s, 1H), 8.75 (d, 1H), 7.65 (m, 2H), 7...